Dataset: the Open Reaction Database (ORD), a public repository of structured organic reaction records. Task: describe an organic reaction: reactants, conditions, products, and yield Starting materials: BrC1=CC(=C(C=C1)C(=O)N1CCN(CC1)C1=NC=C(C=C1C)C)S(=O)(=O)C ((4-bromo-2-methanesulfonylphenyl)[4-(3,5-dimethylpyridin-2-yl)piperazin-1-yl]methanone), CN1C(NCC1)=O (1-methylimidazolidin-2-one). The product is CC=1C(=NC=C(C1)C)N1CCN(CC1)C(=O)C1=C(C=C(C=C1)N1C(N(CC1)C)=O)S(=O)(=O)C (1-{4-[4-(3,5-dimethylpyridin-2-yl)piperazine-1-carbonyl]-3-methanesulfonylphenyl}-3-methylimidazolidin-2-one). Yield: 78.5%. As a reaction SMILES: Br[C:2]1[CH:7]=[CH:6][C:5]([C:8]([N:10]2[CH2:15][CH2:14][N:13]([C:16]3[C:21]([CH3:22])=[CH:20][C:19]([CH3:23])=[CH:18][N:17]=3)[CH2:12][CH2:11]2)=[O:9])=[C:4]([S:24]([CH3:27])(=[O:26])=[O:25])[CH:3]=1.[CH3:28][N:29]1[CH2:33][CH2:32][NH:31][C:30]1=[O:34]>>[CH3:22][C:21]1[C:16]([N:13]2[CH2:14][CH2:15][N:10]([C:8]([C:5]3[CH:6]=[CH:7][C:2]([N:31]4[CH2:32][CH2:33][N:29]([CH3:28])[C:30]4=[O:34])=[CH:3][C:4]=3[S:24]([CH3:27])(=[O:26])=[O:25])=[O:9])[CH2:11][CH2:12]2)=[N:17][CH:18]=[C:19]([CH3:23])[CH:20]=1. Procedure details: Using (4-bromo-2-methanesulfonylphenyl)[4-(3,5-dimethylpyridin-2-yl)piperazin-1-yl]methanone (452 mg) described in Preparation Example 112 and 1-methylimidazolidin-2-one (120 mg) and by the reaction and treatment in the same manner as in Example 1, the title compound (370 mg) was obtained. Reactants: [OH-].[Na+] (sodium hydroxide), C(C)(C)(C)OC(=O)N[C@@H](CC1=CNC2=CC=CC=C12)C(=O)O (N-tert-butoxycarbonyl-L-tryptophan), C(C1=CC=CC=C1)Br (benzyl bromide). Reagents/catalysts: S(=O)(=O)(O)[O-].C(CCC)[N+](CCCC)(CCCC)CCCC (tetra-n-butylammonium hydrogensulfate). Solvent: C(Cl)Cl (methylene chloride). The product is C(C1=CC=CC=C1)N1C=C(C[C@H](NC(=O)OC(C)(C)C)C(=O)OCC2=CC=CC=C2)C2=CC=CC=C12 (Benzyl 1-Benzyl-N-tert-Butoxycarbonyl-L-Tryptophanate). Isolated yield 77.0%. RXN SMILES: [OH-].[Na+].[C:3]([O:7][C:8]([NH:10][C@H:11]([C:22]([OH:24])=[O:23])[CH2:12][C:13]1[C:21]2[C:16](=[CH:17][CH:18]=[CH:19][CH:20]=2)[NH:15][CH:14]=1)=[O:9])([CH3:6])([CH3:5])[CH3:4].[CH2:25](Br)[C:26]1[CH:31]=[CH:30][CH:29]=[CH:28][CH:27]=1>S([O-])(O)(=O)=O.C([N+](CCCC)(CCCC)CCCC)CCC.C(Cl)Cl>[CH2:25]([N:15]1[C:16]2[C:21](=[CH:20][CH:19]=[CH:18][CH:17]=2)[C:13]([CH2:12][C@@H:11]([C:22]([O:24][CH2:13][C:21]2[CH:16]=[CH:17][CH:18]=[CH:19][CH:20]=2)=[O:23])[NH:10][C:8]([O:7][C:3]([CH3:6])([CH3:4])[CH3:5])=[O:9])=[CH:14]1)[C:26]1[CH:31]=[CH:30][CH:29]=[CH:28][CH:27]=1 |f:0.1,4.5|. Reported procedure: The same procedures as in Example 137 were carried out from sodium hydroxide (4.6 g), methylene chloride (160 mL), N-tert-butoxycarbonyl-L-tryptophan (10.0 g), benzyl bromide (20 mL), and tetra-n-butylammonium hydrogensulfate (1.1 g), to give the captioned compound (12.2 g, 77%) as an oily product. The reactants are Cl.O1CC(CCC1)N (tetrahydro-2H-pyran-3-amine hydrochloride), C(C)(C)N(C(C)C)CC (N,N-diisopropylethylamine), ClC1=C2C(=NC=C1[N+](=O)[O-])N(C=C2)S(=O)(=O)C2=CC=CC=C2 (4-chloro-5-nitro-1-(phenyl sulfonyl)-1H-pyrrolo[2,3-b]pyridine). Solvent: C(C)(C)O (isopropanol). Conditions: temperature 82 celsius, time 4 hour. The product is [N+](=O)([O-])C1=C(C2=C(N=C1)N(C=C2)S(=O)(=O)C2=CC=CC=C2)NC2COCCC2 (5-nitro-1-(phenylsulfonyl)-N-(tetrahydro-2H-pyran-3-yl)-1H-pyrrolo[2,3-b]pyridin-4-amine). Yield: 88.1%. Reaction SMILES: Cl[C:2]1[C:7]([N+:8]([O-:10])=[O:9])=[CH:6][N:5]=[C:4]2[N:11]([S:14]([C:17]3[CH:22]=[CH:21][CH:20]=[CH:19][CH:18]=3)(=[O:16])=[O:15])[CH:12]=[CH:13][C:3]=12.Cl.[O:24]1[CH2:29][CH2:28][CH2:27][CH:26]([NH2:30])[CH2:25]1.C(N(CC)C(C)C)(C)C>C(O)(C)C>[N+:8]([C:7]1[CH:6]=[N:5][C:4]2[N:11]([S:14]([C:17]3[CH:22]=[CH:21][CH:20]=[CH:19][CH:18]=3)(=[O:16])=[O:15])[CH:12]=[CH:13][C:3]=2[C:2]=1[NH:30][CH:26]1[CH2:27][CH2:28][CH2:29][O:24][CH2:25]1)([O-:10])=[O:9] |f:1.2|. Procedure details: A stirred suspension of 4-chloro-5-nitro-1-(phenyl sulfonyl)-1H-pyrrolo[2,3-b]pyridine (11.10 g, 33.0 mmol) in isopropanol (IPA) (100 ml) was treated with tetrahydro-2H-pyran-3-amine hydrochloride (5.0 g, 36.0 mmol) and N,N-diisopropylethylamine (15.0 mL, 84.0 mmol), and stirred at 82° C. for four hours. The mixture was then cooled and left to stand at 5° C. for 2 h. The resulting precipitate was collected by filtration and washed with IPA. Trituration (water) afforded 11.7 g (89%) of 5-nitro-1-... Starting materials: CCOC(=O)CBr, [Li]CCCC, COC(=O)C1CCc2cc(C3CCCCC3)ccc21, CC(C)NC(C)C, C1CCOC1. Yields the product CCOC(=O)CC1(C(=O)OC)CCc2cc(C3CCCCC3)ccc21. Reaction SMILES: [Br:32][CH2:33][C:34](=[O:35])[O:36][CH2:37][CH3:38].[CH2:1]([Li:2])[CH2:3][CH2:4][CH3:5].[CH3:13][O:14][C:15](=[O:16])[CH:17]1[CH2:18][CH2:19][c:20]2[cH:21][c:22]([CH:26]3[CH2:27][CH2:28][CH2:29][CH2:30][CH2:31]3)[cH:23][cH:24][c:25]21.[CH:6]([NH:7][CH:8]([CH3:9])[CH3:10])([CH3:11])[CH3:12].[O:39]1[CH2:40][CH2:41][CH2:42][CH2:43]1>>[CH3:13][O:14][C:15](=[O:16])[C:17]1([CH2:33][C:34](=[O:35])[O:36][CH2:37][CH3:38])[CH2:18][CH2:19][c:20]2[cH:21][c:22]([CH:26]3[CH2:27][CH2:28][CH2:29][CH2:30][CH2:31]3)[cH:23][cH:24][c:25]21. Starting materials: NC1=C2C(=NC(=NC2=CC=C1C(=O)[O-])SC)C1=CC(=CC=C1)N (5-amino-2-methylthio-4-(3-aminophenyl)-quinazoline-6-carboxylate), [OH-].[K+] (KOH), Cl (HCl). The solvent is O1CCOCC1 (1,4-dioxane). The product is NC1=C2C(=NC(=NC2=CC=C1C(=O)O)SC)C1=CC(=CC=C1)N (5-amino-2-methylthio-4-(3-aminophenyl)-quinazoline-6-carboxylic acid). As a reaction SMILES: [NH2:1][C:2]1[C:11]([C:12]([O-:14])=[O:13])=[CH:10][CH:9]=[C:8]2[C:3]=1[C:4]([C:17]1[CH:22]=[CH:21][CH:20]=[C:19]([NH2:23])[CH:18]=1)=[N:5][C:6]([S:15][CH3:16])=[N:7]2.[OH-].[K+].Cl>O1CCOCC1>[NH2:1][C:2]1[C:11]([C:12]([OH:14])=[O:13])=[CH:10][CH:9]=[C:8]2[C:3]=1[C:4]([C:17]1[CH:22]=[CH:21][CH:20]=[C:19]([NH2:23])[CH:18]=1)=[N:5][C:6]([S:15][CH3:16])=[N:7]2 |f:1.2|. Procedure details: A solution of 5-amino-2-methylthio-4-(3-aminophenyl)-quinazoline-6-carboxylate (example 27f, 658 mg) in 1,4-dioxane was treated with an aqueous solution of KOH (2 M, 4.2 ml) at 70° C. for 18 h. After the reaction mixture was cooled to room temperature, it was acidified to pH 1 with 4 N HCl. The mixture was extracted with CH2Cl2 (3×). The combined organic layers were dried (MgSO4) and concentrated under reduced pressure to give the crude title compound.